Task: describe an organic reaction: reactants, conditions, products, and yield. Dataset: the Open Reaction Database (ORD), a public repository of structured organic reaction records Reactants: C(C)(C)(C)C1=CC=C(C(=O)NC=2C=CC(=NC2)C2=CC=C3CN(C(C3=C2)=O)[C@H](C(=O)O)C(C)C)C=C1 ((S)-2-(6-(5-(4-tert-Butylbenzamido)pyridin-2-yl)-1-oxoisoindolin-2-yl)-3-methyl butanoic acid), CC([C@@H](C(=O)OC)N1C(C2=CC(=CC=C2C1)C1=C(C=C(C=C1)NC(C1=CC=C(C=C1)CCCCC)=O)C(F)(F)F)=O)C ((S)-Methyl 3-methyl-2-(1-oxo-6-(4-(4-pentylbenzamido)-2-(trifluoromethyl)phenyl)isoindolin-2-yl)butanoate). The product is CC([C@@H](C(=O)O)N1C(C2=CC(=CC=C2C1)C1=C(C=C(C=C1)NC(C1=CC=C(C=C1)CCCCC)=O)C(F)(F)F)=O)C ((S)-3-Methyl-2-(1-oxo-6-(4-(4-pentylbenzamido)-2-(trifluoromethyl)phenyl)isoindolin-2-yl)butanoic acid). The yield is 79.0%. Reaction SMILES: C(C1C=CC(C(NC2C=CC(C3C=C4C(CN([C@@H](C(C)C)C(O)=O)C4=O)=CC=3)=NC=2)=O)=CC=1)(C)(C)C.[CH3:37][CH:38]([CH3:78])[C@H:39]([N:44]1[CH2:52][C:51]2[C:46](=[CH:47][C:48]([C:53]3[CH:58]=[CH:57][C:56]([NH:59][C:60](=[O:72])[C:61]4[CH:66]=[CH:65][C:64]([CH2:67][CH2:68][CH2:69][CH2:70][CH3:71])=[CH:63][CH:62]=4)=[CH:55][C:54]=3[C:73]([F:76])([F:75])[F:74])=[CH:49][CH:50]=2)[C:45]1=[O:77])[C:40]([O:42]C)=[O:41]>>[CH3:78][CH:38]([CH3:37])[C@H:39]([N:44]1[CH2:52][C:51]2[C:46](=[CH:47][C:48]([C:53]3[CH:58]=[CH:57][C:56]([NH:59][C:60](=[O:72])[C:61]4[CH:66]=[CH:65][C:64]([CH2:67][CH2:68][CH2:69][CH2:70][CH3:71])=[CH:63][CH:62]=4)=[CH:55][C:54]=3[C:73]([F:75])([F:76])[F:74])=[CH:49][CH:50]=2)[C:45]1=[O:77])[C:40]([OH:42])=[O:41]. Reported procedure: The compound of example 430 was prepared analogous to the compound of example 404 by hydrolysis of the compound of example 429. The reactants are [N+](=O)([O-])C1=CC=C(C=C1)C(C(=O)O)C (2-(4-Nitrophenyl)propionic acid), S(O)(O)(=O)=O (sulfuric acid), CO (methanol). Yields the product [N+](=O)([O-])C1=CC=C(C=C1)C(C(=O)OC)C (methyl 2-(4-nitrophenyl)propanoate). As a reaction SMILES: [N+:1]([C:4]1[CH:9]=[CH:8][C:7]([CH:10]([CH3:14])[C:11]([OH:13])=[O:12])=[CH:6][CH:5]=1)([O-:3])=[O:2].S(=O)(=O)(O)O.[CH3:20]O>>[N+:1]([C:4]1[CH:5]=[CH:6][C:7]([CH:10]([CH3:14])[C:11]([O:13][CH3:20])=[O:12])=[CH:8][CH:9]=1)([O-:3])=[O:2]. Procedure: 2-(4-Nitrophenyl)propionic acid is refluxed in methanol in the presence of sulfuric acid, to give methyl 2-(4-nitrophenyl)propanoate. The reactants are CO, Cl, [Li+], CCOC(=O)c1ccc(-c2ccnc(Nc3ccc(N4CCOCC4)cc3)n2)cc1, C1CCOC1, [OH-], O. Product: O=C(O)c1ccc(-c2ccnc(Nc3ccc(N4CCOCC4)cc3)n2)cc1. Reaction SMILES: [CH3:36][OH:37].[ClH:40].[Li+:38].[O:1]1[CH2:2][CH2:3][N:4]([c:7]2[cH:8][cH:9][c:10]([NH:13][c:14]3[n:15][cH:16][cH:17][c:18](-[c:20]4[cH:21][cH:22][c:23]([C:24](=[O:25])[O:26][CH2:27][CH3:28])[cH:29][cH:30]4)[n:19]3)[cH:11][cH:12]2)[CH2:5][CH2:6]1.[O:31]1[CH2:32][CH2:33][CH2:34][CH2:35]1.[OH-:39].[OH2:41]>>[O:1]1[CH2:2][CH2:3][N:4]([c:7]2[cH:8][cH:9][c:10]([NH:13][c:14]3[n:15][cH:16][cH:17][c:18](-[c:20]4[cH:21][cH:22][c:23]([C:24](=[O:25])[OH:26])[cH:29][cH:30]4)[n:19]3)[cH:11][cH:12]2)[CH2:5][CH2:6]1. The reactants are ClC1=CC=C2C(=N1)N(C(=N2)C=2SC1=C(N2)C(=CC=C1N1CCOCC1)OC)COC (5-Chloro-3-methoxymethyl-2-(4-methoxy-7-morpholin-4-yl-benzothiazol-2-yl)-3H-imidazo[4,5-b]pyridine), N1CCCC1 (pyrrolidine). Run at temperature 130 celsius. Yields the product COCN1C(=NC=2C1=NC(=CC2)C2CCNC2)C=2SC1=C(N2)C(=CC=C1N1CCOCC1)OC (3-methoxymethyl-2-(4-methoxy-7-morpholin-4-yl-benzothiazol-2-yl)-5-pyrrolidin-4-yl-3H-imidazo[4,5-b]pyridine). Yield: 74.0%. As a reaction SMILES: Cl[C:2]1[N:7]=[C:6]2[N:8]([CH2:28][O:29][CH3:30])[C:9]([C:11]3[S:12][C:13]4[C:19]([N:20]5[CH2:25][CH2:24][O:23][CH2:22][CH2:21]5)=[CH:18][CH:17]=[C:16]([O:26][CH3:27])[C:14]=4[N:15]=3)=[N:10][C:5]2=[CH:4][CH:3]=1.[NH:31]1[CH2:35][CH2:34][CH2:33][CH2:32]1>>[CH3:30][O:29][CH2:28][N:8]1[C:6]2=[N:7][C:2]([CH:34]3[CH2:35][NH:31][CH2:32][CH2:33]3)=[CH:3][CH:4]=[C:5]2[N:10]=[C:9]1[C:11]1[S:12][C:13]2[C:19]([N:20]3[CH2:25][CH2:24][O:23][CH2:22][CH2:21]3)=[CH:18][CH:17]=[C:16]([O:26][CH3:27])[C:14]=2[N:15]=1. Procedure: 0.1 g 5-Chloro-3-methoxymethyl-2-(4-methoxy-7-morpholin-4-yl-benzothiazol-2-yl)-3H-imidazo[4,5-b]pyridine (0.22 mmol) was dissolved in pyrrolidine (5 ml) in an autoclave and heated to 130° C. for 16 h. The residue was triturated in water whereupon a precipitate formed, which was isolated and dried in vacuo. 0.08 g 3-methoxymethyl-2-(4-methoxy-7-morpholin-4-yl-benzothiazol-2-yl)-5-pyrrolidin-4-yl-3H-imidazo[4,5-b]pyridine (74%) were obtained as a yellow solid; M.p.: 120–130° C.